Dataset: the Open Reaction Database (ORD), a public repository of structured organic reaction records. Task: describe an organic reaction: reactants, conditions, products, and yield Starting materials: [N+](=O)([O-])C1=CC=CC=2C(C3=CC(=CC=C3C(C12)=O)[N+](=O)[O-])=O (1,6-dinitroanthraquinone), C1(=CC=CC=C1)CCN (β-phenylethylamine). Run in COCCO (ethylene glycol monomethyl ether). Product: C1(=CC=CC=C1)CCNC1=CC=CC=2C(C3=CC(=CC=C3C(C12)=O)[N+](=O)[O-])=O (1-β-phenylethylamino-6-nitroanthraquinone). As a reaction SMILES: [N+:1]([C:4]1[C:17]2[C:16](=[O:18])[C:15]3[C:10](=[CH:11][C:12]([N+:19]([O-:21])=[O:20])=[CH:13][CH:14]=3)[C:9](=[O:22])[C:8]=2[CH:7]=[CH:6][CH:5]=1)([O-])=O.[C:23]1([CH2:29][CH2:30]N)[CH:28]=[CH:27][CH:26]=[CH:25][CH:24]=1>COCCO>[C:23]1([CH2:29][CH2:30][NH:1][C:4]2[C:17]3[C:16](=[O:18])[C:15]4[C:10](=[CH:11][C:12]([N+:19]([O-:21])=[O:20])=[CH:13][CH:14]=4)[C:9](=[O:22])[C:8]=3[CH:7]=[CH:6][CH:5]=2)[CH:28]=[CH:27][CH:26]=[CH:25][CH:24]=1. Procedure: 15 g of 1,6-dinitroanthraquinone and 45 ml of β-phenylethylamine are stirred at 50° - 55° C (approx. 3 hours being required) until no further starting material is detectable. The mixture is diluted with 45 ml of ethylene glycol monomethyl ether whilst warm and the reaction product which separates out is filtered off at 50° C and rinsed with a little ethylene glycol monomethyl ether and water. 13.6 g of pure 1-β-phenylethylamino-6-nitroanthraquinone are obtained. The reactants are BrC1=NC(=NN1)C1=CC=CC=C1 (5-bromo-3-phenyl-1H-(1,2,4)triazole), BrCC(=O)N1CCN(CC1)C1=NC=CC=N1 (2-bromo-1-(4-pyrimidin-2-yl-piperazin-1-yl)-ethanon), C([O-])([O-])=O.[K+].[K+] (potassiumcarbonat). The solvent is CC(=O)C (acetone). Yields the product BrC1=NN(C(=N1)C1=CC=CC=C1)CC(=O)N1CCN(CC1)C1=NC=CC=N1 (2-(3-bromo-5-phenyl-(1,2,4)triazol-1-yl)-1-(4-pyrimidin-2-yl-piperazin-1-yl)-ethanone). The yield is 7.3%. As a reaction SMILES: [Br:1][C:2]1[NH:6][N:5]=[C:4]([C:7]2[CH:12]=[CH:11][CH:10]=[CH:9][CH:8]=2)[N:3]=1.Br[CH2:14][C:15]([N:17]1[CH2:22][CH2:21][N:20]([C:23]2[N:28]=[CH:27][CH:26]=[CH:25][N:24]=2)[CH2:19][CH2:18]1)=[O:16].C(=O)([O-])[O-].[K+].[K+]>CC(C)=O>[Br:1][C:2]1[N:3]=[C:4]([C:7]2[CH:12]=[CH:11][CH:10]=[CH:9][CH:8]=2)[N:5]([CH2:14][C:15]([N:17]2[CH2:18][CH2:19][N:20]([C:23]3[N:24]=[CH:25][CH:26]=[CH:27][N:28]=3)[CH2:21][CH2:22]2)=[O:16])[N:6]=1 |f:2.3.4|. Procedure details: 11 g 5-bromo-3-phenyl-1H-(1,2,4)triazole, 13.2 g 2-bromo-1-(4-pyrimidin-2-yl-piperazin-1-yl)-ethanon and 28.2 g potassiumcarbonat in 300 mL acetone was stirred overnight at RT. The reaction was filtered and the filtrate was evaporated. The residue was purified by HPLC to give 1.45 g of the desired product. Rt: 1.08 min (method B), (M+H)+: 428/430 The reactants are BrBr, CC(=O)O, Nc1nc2c(s1)C(=O)CCCC2. The product is Nc1nc2c(s1)C(=O)C(Br)CCC2. Reaction SMILES: [Br:13][Br:14].[CH3:15][C:16](=[O:17])[OH:18].[NH2:1][c:2]1[s:3][c:4]2[c:5]([n:6]1)[CH2:7][CH2:8][CH2:9][CH2:10][C:11]2=[O:12]>>[NH2:1][c:2]1[s:3][c:4]2[c:5]([n:6]1)[CH2:7][CH2:8][CH2:9][CH:10]([Br:13])[C:11]2=[O:12]. The reactants are CCOCCO, COc1cc2cc3ncc(C#N)c(Cl)c3cc2cc1OC, COc1cc(N)c(C)cc1Cl, Cl, c1ccncc1. Yields the product COc1cc(Nc2c(C#N)cnc3cc4cc(OC)c(OC)cc4cc23)c(C)cc1Cl. RXN SMILES: [CH3:40][CH2:41][O:42][CH2:43][CH2:44][OH:45].[Cl:1][c:2]1[c:3]([C:20]#[N:21])[cH:4][n:5][c:6]2[cH:7][c:8]3[c:9]([cH:10][c:11]12)[cH:12][c:13]([O:18][CH3:19])[c:14]([O:16][CH3:17])[cH:15]3.[Cl:22][c:23]1[cH:24][c:25]([CH3:32])[c:26]([NH2:27])[cH:28][c:29]1[O:30][CH3:31].[ClH:33].[n:34]1[cH:35][cH:36][cH:37][cH:38][cH:39]1>>[c:2]1([NH:27][c:26]2[c:25]([CH3:32])[cH:24][c:23]([Cl:22])[c:29]([O:30][CH3:31])[cH:28]2)[c:3]([C:20]#[N:21])[cH:4][n:5][c:6]2[cH:7][c:8]3[c:9]([cH:10][c:11]12)[cH:12][c:13]([O:18][CH3:19])[c:14]([O:16][CH3:17])[cH:15]3.